From a dataset of the Open Reaction Database (ORD), a public repository of structured organic reaction records. describe an organic reaction: reactants, conditions, products, and yield Reactants: FC1=CC=C(CBr)C=C1 (p-fluorobenzyl bromide), FC=1C=C2C=3C(CCCC3NC2=CC1)=O (6-Fluoro-1,2,3,9-tetrahydro-4H-carbazol-4-one), CCCCC (pentane), [H-].[Na+] (NaH). Solvent: CN(C)C=O (DMF). Conditions: time 10 minute. Yields the product FC=1C=C2C=3C(CCCC3N(C2=CC1)CC1=CC=C(C=C1)F)=O (6-Fluoro-9-(4-fluorobenzyl)-1,2,3,9-tetrahydro-4H-carbazol-4-one). The yield is 96.0%. Reaction SMILES: [F:1][C:2]1[CH:3]=[C:4]2[C:12](=[CH:13][CH:14]=1)[NH:11][C:10]1[CH2:9][CH2:8][CH2:7][C:6](=[O:15])[C:5]2=1.CCCCC.[H-].[Na+].[F:23][C:24]1[CH:31]=[CH:30][C:27]([CH2:28]Br)=[CH:26][CH:25]=1>CN(C=O)C>[F:1][C:2]1[CH:3]=[C:4]2[C:12](=[CH:13][CH:14]=1)[N:11]([CH2:28][C:27]1[CH:30]=[CH:31][C:24]([F:23])=[CH:25][CH:26]=1)[C:10]1[CH2:9][CH2:8][CH2:7][C:6](=[O:15])[C:5]2=1 |f:2.3|. Procedure details: 6-Fluoro-1,2,3,9-tetrahydro-4H-carbazol-4-one (0.3940 g, 0.0019 mol) is added to a slurry of pentane-washed NaH (0.0966 g, 0.0024 mol) in DMF (3 mL) and after stirring for 10 min, p-fluorobenzyl bromide (0.29 mL, 0.0023 mol) is added. After stirring for 4 h at room temperature, the mixture is partitioned between water and ethyl acetate. The combined organic layers are dried over sodium sulfate and concentrated to dryness. The resulting solids are chromatographed on silica gel (100 mL) using meth...